From a dataset of the Open Reaction Database (ORD), a public repository of structured organic reaction records. describe an organic reaction: reactants, conditions, products, and yield The reactants are CN1[C@H](CN([C@@H](C1)C)C1=CC=C(C=C1)[N+](=O)[O-])C (racemic-trans-[1,2,5-Trimethyl-4-(4-nitrophenyl)piperazine]). Reagents/catalysts: [Pd] (Pd/C). The solvent is CCO (EtOH). Run at time 24 hour. The product is C[C@@H]1N(C[C@H](N(C1)C)C)C1=CC=C(C=C1)N (racemic 4-(trans-2,4,5-trimethyl-piperazin-1-yl)-phenylamine). The yield is 98.7%. Reaction SMILES: [CH3:1][N:2]1[CH2:7][C@@H:6]([CH3:8])[N:5]([C:9]2[CH:14]=[CH:13][C:12]([N+:15]([O-])=O)=[CH:11][CH:10]=2)[CH2:4][C@@H:3]1[CH3:18]>CCO.[Pd]>[CH3:8][C@H:6]1[CH2:7][N:2]([CH3:1])[C@H:3]([CH3:18])[CH2:4][N:5]1[C:9]1[CH:10]=[CH:11][C:12]([NH2:15])=[CH:13][CH:14]=1. Procedure: To a 250-mL round bottom flasked is added 10% Pd/C (150 mg). The flask is sealed with a septum, and flushed with a slow stream of N2. racemic-trans-[1,2,5-Trimethyl-4-(4-nitrophenyl)piperazine] (1.28 g, 5.13 mmol) is dissolved in EtOH (30 mL) and transferred via syringe into the flask. The flask is again flushed with N2 and then fitted with a balloon of hydrogen. An outlet needle is inserted through the septum and the flask is flushed with hydrogen before the outlet needle is removed. The result... Starting materials: N#CC(O)c1cccc(Oc2ccccc2)c1, ClCCl, CCCOC(=O)C(Br)=CC1C(C(=O)O)C1(C)C, CN(C)c1ccncc1, C(=NC1CCCCC1)=NC1CCCCC1, c1ccncc1. The product is CCCOC(=O)C(Br)=CC1C(C(=O)OC(C#N)c2cccc(Oc3ccccc3)c2)C1(C)C. As a reaction SMILES: [C:39](#[N:40])[CH:41]([c:42]1[cH:43][c:44]([O:48][c:49]2[cH:50][cH:51][cH:52][cH:53][cH:54]2)[cH:45][cH:46][cH:47]1)[OH:55].[CH2:56]([Cl:57])[Cl:58].[CH3:22][C:23]1([CH3:38])[CH:24]([C:35](=[O:36])[OH:37])[CH:25]1[CH:26]=[C:27]([C:28](=[O:29])[O:30][CH2:31][CH2:32][CH3:33])[Br:34].[CH3:59][N:60]([CH3:61])[c:62]1[cH:63][cH:64][n:65][cH:66][cH:67]1.[CH:7]1([N:8]=[C:9]=[N:10][CH:11]2[CH2:12][CH2:13][CH2:14][CH2:15][CH2:16]2)[CH2:17][CH2:18][CH2:19][CH2:20][CH2:21]1.[cH:1]1[cH:2][cH:3][n:4][cH:5][cH:6]1>>[CH3:22][C:23]1([CH3:38])[CH:24]([C:35](=[O:36])[O:37][CH:41]([C:39]#[N:40])[c:42]2[cH:43][c:44]([O:48][c:49]3[cH:50][cH:51][cH:52][cH:53][cH:54]3)[cH:45][cH:46][cH:47]2)[CH:25]1[CH:26]=[C:27]([C:28](=[O:29])[O:30][CH2:31][CH2:32][CH3:33])[Br:34]. Reactants: O=C([O-])[O-], CC#N, ClCCBr, [Cs+], [Cs+], Oc1ccc(I)cc1. RXN SMILES: [C:9](=[O:10])([O-:11])[O-:12].[CH3:19][C:20]#[N:21].[Cl:15][CH2:16][CH2:17][Br:18].[Cs+:13].[Cs+:14].[OH:1][c:2]1[cH:3][cH:4][c:5]([I:6])[cH:7][cH:8]1>>[O:1]([c:2]1[cH:3][cH:4][c:5]([I:6])[cH:7][cH:8]1)[CH2:17][CH2:16][Cl:15]. Yields the product ClCCOc1ccc(I)cc1. Reactants: O=[O+][O-] (ozone), ClC(COC(C(=C(C)C)N1C([C@@H]([C@H]1SC(C)=O)OC)=O)=O)(Cl)Cl (2-[(3S,4R)-4-acetylthio-3-methoxy-2-oxoazetidin-1-yl]-3-methylcrotonic acid 2,2,2-trichloroethyl ester), O=[O+][O-] (ozone). Run in C(C)(=O)OC (methyl acetate). Conditions: time 15 minute. Yields the product ClC(COC(C(=O)N1C([C@@H]([C@H]1SC(C)=O)OC)=O)=O)(Cl)Cl (2-[(3S,4R)-4-acetylthio-3-methoxy-2-oxoazetidin-1-yl]-2-oxoacetic acid 2,2,2-trichloroethyl ester). As a reaction SMILES: [O:1]=[O+][O-].[Cl:4][C:5]([Cl:26])([Cl:25])[CH2:6][O:7][C:8](=[O:24])[C:9]([N:13]1[C@H:16]([S:17][C:18](=[O:20])[CH3:19])[C@@H:15]([O:21][CH3:22])[C:14]1=[O:23])=C(C)C>C(OC)(=O)C>[Cl:4][C:5]([Cl:26])([Cl:25])[CH2:6][O:7][C:8](=[O:24])[C:9]([N:13]1[C@H:16]([S:17][C:18](=[O:20])[CH3:19])[C@@H:15]([O:21][CH3:22])[C:14]1=[O:23])=[O:1]. Reported procedure: 3 equivalents of ozone are conveyed through a solution, cooled to -30°, of 8.4 g of 2-[(3S,4R)-4-acetylthio-3-methoxy-2-oxoazetidin-1-yl]-3-methylcrotonic acid 2,2,2-trichloroethyl ester in 765 ml of methyl acetate. After treating with ozone, the reaction mixture is left to stand at the same temperature for 15 minutes and then the excess ozone is removed by a nitrogen current. The reaction mixture is washed at 0° with a 10% aqueous sodium bisulphite solution and then with sodium chloride solutio... Starting materials: O[Li].O (LiOH.H2O), C(C)OC(CNC(=O)C=1SC=CC1)=O ([(thiophene-2-carbonyl)-amino]-acetic acid ethyl ester), C1CCOC1 (THF), O (H2O). Solvent: CO (MeOH). Conditions: time 3 hour. The product is S1C(=CC=C1)C(=O)NCC(=O)O ([(thiophene-2-carbonyl)-amino]-acetic acid). Yield: 70.0%. RXN SMILES: O[Li].O.C([O:6][C:7](=[O:17])[CH2:8][NH:9][C:10]([C:12]1[S:13][CH:14]=[CH:15][CH:16]=1)=[O:11])C.C1COCC1.O>CO>[S:13]1[CH:14]=[CH:15][CH:16]=[C:12]1[C:10]([NH:9][CH2:8][C:7]([OH:17])=[O:6])=[O:11] |f:0.1|. Procedure: LiOH.H2O (110 mg, 2.63 mmol) was added to a solution of [(thiophene-2-carbonyl)-amino]-acetic acid ethyl ester (140 mg, 0.66 mmol) in a mixture of MeOH (5 mL), THF (2.5 mL) and H2O (2.5 mL). The resulting mixture was stirred for 3 hrs at room temperature. The MeOH and THF were evaporated and the resulting residue was diluted with water (2 mL), acidified with citric acid and extracted with EtOAc. The organic layer was washed with brine solution, dried over Na2SO4 and concentrated under reduced pr... The reactants are C[C@]12CC[C@H]3[C@H]([C@@H]1CC[C@@H]2C(=O)NC(C)(C)C)CC[C@@H]4[C@@]3(CCC(=O)N4)C (dihydrofinasteride), Cl (HCl), CO (methanol). Reaction conditions: time 10 hour. Yields the product C[C@]12CC[C@H]3[C@H]([C@@H]1CC[C@@H]2C(=O)O)CC[C@@H]4[C@@]3(CCC(=O)N4)C (3-oxo-4-aza-5α-androstane-17β-carboxylic acid). Reaction SMILES: [CH3:1][C@@:2]12[C@@H:10]([C:11](NC(C)(C)C)=[O:12])[CH2:9][CH2:8][C@H:7]1[C@@H:6]1[CH2:18][CH2:19][C@H:20]3[NH:26][C:24](=[O:25])[CH2:23][CH2:22][C@:21]3([CH3:27])[C@H:5]1[CH2:4][CH2:3]2.Cl.C[OH:30]>>[CH3:1][C@@:2]12[C@@H:10]([C:11]([OH:30])=[O:12])[CH2:9][CH2:8][C@H:7]1[C@@H:6]1[CH2:18][CH2:19][C@H:20]3[NH:26][C:24](=[O:25])[CH2:23][CH2:22][C@:21]3([CH3:27])[C@H:5]1[CH2:4][CH2:3]2. Procedure details: A suspension of 100 g (0.26 mol) of dihydrofinasteride, 480 g of 20% HCl solution (2.63 mol) and 120 g of methanol are heated to reflux and boiled intensively for 8-12 hours. The reactant goes into solution on heating; after 8 hours, there is a suspension which can be readily filtered. The filtercake is washed three times intensively with 100 g each time of water, suction-dried for approx. 15 minutes and subsequently dried overnight. Yield: 60 g. Reactants: COC(=O)C(N)Cc1ccc2ccccc2c1, O=C(O)c1ccc(Cl)cc1NS(=O)(=O)c1cccc2nccnc12, Cl. The product is COC(=O)C(Cc1ccc2ccccc2c1)NC(=O)c1ccc(Cl)cc1NS(=O)(=O)c1cccc2nccnc12. As a reaction SMILES: [CH3:26][O:27][C:28]([CH:29]([CH2:30][c:31]1[cH:32][c:33]2[cH:34][cH:35][cH:36][cH:37][c:38]2[cH:39][cH:40]1)[NH2:41])=[O:42].[Cl:1][c:2]1[cH:3][c:4]([NH:11][S:12](=[O:13])(=[O:14])[c:15]2[c:16]3[n:17][cH:18][cH:19][n:20][c:21]3[cH:22][cH:23][cH:24]2)[c:5]([C:6](=[O:7])[OH:8])[cH:9][cH:10]1.[ClH:25]>>[Cl:1][c:2]1[cH:3][c:4]([NH:11][S:12](=[O:13])(=[O:14])[c:15]2[c:16]3[n:17][cH:18][cH:19][n:20][c:21]3[cH:22][cH:23][cH:24]2)[c:5]([C:6](=[O:7])[NH:41][CH:29]([C:28]([O:27][CH3:26])=[O:42])[CH2:30][c:31]2[cH:32][c:33]3[cH:34][cH:35][cH:36][cH:37][c:38]3[cH:39][cH:40]2)[cH:9][cH:10]1. Reactants: O=C([O-])[O-], CCC(C)=O, [K+], [K+], O, CCOC(=O)c1ccc(O)c([N+](=O)[O-])c1, CCCCCCC(C)OS(=O)(=O)c1ccccc1. Product: CCCCCCC(C)Oc1ccc(C(=O)OCC)cc1[N+](=O)[O-]. Reaction SMILES: [C:34](=[O:35])([O-:36])[O-:37].[CH3:40][C:41]([CH2:42][CH3:43])=[O:44].[K+:38].[K+:39].[OH2:45].[OH:1][c:2]1[c:3]([N+:13](=[O:14])[O-:15])[cH:4][c:5]([C:6](=[O:7])[O:8][CH2:9][CH3:10])[cH:11][cH:12]1.[c:16]1([S:17]([O:18][CH:26]([CH3:27])[CH2:28][CH2:29][CH2:30][CH2:31][CH2:32][CH3:33])(=[O:19])=[O:20])[cH:21][cH:22][cH:23][cH:24][cH:25]1>>[O:1]([c:2]1[c:3]([N+:13](=[O:14])[O-:15])[cH:4][c:5]([C:6](=[O:7])[O:8][CH2:9][CH3:10])[cH:11][cH:12]1)[CH:26]([CH3:27])[CH2:28][CH2:29][CH2:30][CH2:31][CH2:32][CH3:33]. Starting materials: BrCCBr, O=C([O-])[O-], CC(C)=O, CCOC(C)=O, [K+], [K+], O, O=c1ccc2cc(O)ccc2o1. As a reaction SMILES: [Br:13][CH2:14][CH2:15][Br:16].[C:17](=[O:18])([O-:19])[O-:20].[CH3:24][C:25](=[O:26])[CH3:27].[CH3:28][CH2:29][O:30][C:31](=[O:32])[CH3:33].[K+:21].[K+:22].[OH2:23].[OH:1][c:2]1[cH:3][c:4]2[cH:5][cH:6][c:7](=[O:12])[o:8][c:9]2[cH:10][cH:11]1>>[O:1]([c:2]1[cH:3][c:4]2[cH:5][cH:6][c:7](=[O:12])[o:8][c:9]2[cH:10][cH:11]1)[CH2:15][CH2:14][Br:13]. Product: O=c1ccc2cc(OCCBr)ccc2o1. Starting materials: Br, O=C([O-])[O-], COc1cccc(CCl)c1, [K+], [K+], Oc1ccc2c(c1)CCNC2. Yields the product COc1cccc(CN2CCc3cc(O)ccc3C2)c1. RXN SMILES: [BrH:1].[C:23](=[O:24])([O-:25])[O-:26].[CH3:13][O:14][c:15]1[cH:16][c:17]([CH2:18][Cl:19])[cH:20][cH:21][cH:22]1.[K+:27].[K+:28].[OH:2][c:3]1[cH:4][c:5]2[c:10]([cH:11][cH:12]1)[CH2:9][NH:8][CH2:7][CH2:6]2>>[OH:2][c:3]1[cH:4][c:5]2[c:10]([cH:11][cH:12]1)[CH2:9][N:8]([CH2:18][c:17]1[cH:16][c:15]([O:14][CH3:13])[cH:22][cH:21][cH:20]1)[CH2:7][CH2:6]2.